Dataset: the Open Reaction Database (ORD), a public repository of structured organic reaction records. Task: describe an organic reaction: reactants, conditions, products, and yield Reactants: C(C)(C)C=1C=CC(=C(C1)C1=C(C=C(C=C1)C(F)(F)F)C1CNC(O1)=O)OC (5-[5′-isopropyl-2′-methoxy-4-(trifluoromethyl)biphenyl-2-yl]-1,3-oxazolidin-2-one), [H-].[Na+] (sodium hydride), C(C1=CC=CC=C1)Br (benzyl bromide). Solvent: CCOC(=O)C (EtOAc), O (water), CN(C)C=O (DMF). Run at time 10 minute. Product: C(C1=CC=CC=C1)N1C(OC(C1)C1=C(C=CC(=C1)C(F)(F)F)C1=C(C=CC(=C1)C(C)C)OC)=O (3-Benzyl-5-[5′-isopropyl-2′-methoxy-4-(trifluoromethyl)biphenyl-2-yl]-1,3-oxazolidin-2-one). Reaction SMILES: [CH:1]([C:4]1[CH:5]=[CH:6][C:7]([O:26][CH3:27])=[C:8]([C:10]2[CH:15]=[CH:14][C:13]([C:16]([F:19])([F:18])[F:17])=[CH:12][C:11]=2[CH:20]2[O:24][C:23](=[O:25])[NH:22][CH2:21]2)[CH:9]=1)([CH3:3])[CH3:2].[H-].[Na+].[CH2:30](Br)[C:31]1[CH:36]=[CH:35][CH:34]=[CH:33][CH:32]=1>CN(C=O)C.CCOC(C)=O.O>[CH2:30]([N:22]1[CH2:21][CH:20]([C:11]2[CH:12]=[C:13]([C:16]([F:17])([F:18])[F:19])[CH:14]=[CH:15][C:10]=2[C:8]2[CH:9]=[C:4]([CH:1]([CH3:3])[CH3:2])[CH:5]=[CH:6][C:7]=2[O:26][CH3:27])[O:24][C:23]1=[O:25])[C:31]1[CH:36]=[CH:35][CH:34]=[CH:33][CH:32]=1 |f:1.2|. Reported procedure: To a 0° C. solution of 44 mg of 5-[5′-isopropyl-2′-methoxy-4-(trifluoromethyl)biphenyl-2-yl]-1,3-oxazolidin-2-one in 1 mL of DMF was added 10 mg of sodium hydride. The mixture was stirred 10 min at room temperature, and then 24 mg of benzyl bromide was added. The mixture was stirred overnight at room temperature, then diluted with 15 mL of EtOAc and 5 mL of water. The phases were separated and the organic phase was washed with 5 mL each of water and brine, dried (Na2SO4), and concentrated. The r... Reactants: C(C)(C)(C)OC(N[C@@H]1C[C@@H](C1)N)=O (tert-butyl(cis-3-aminocyclobutyl)carbamate), ClC=1SC2=C(N1)C=CC=C2 (2-chlorobenzothiazole), C(C)(C)N(C(C)C)CC (N,N-diisopropylethylamine). Run in CS(=O)C (DMSO), O (water). Conditions: temperature 110 celsius. Yields the product C(C)(C)(C)OC(N[C@@H]1C[C@@H](C1)NC=1SC2=C(N1)C=CC=C2)=O (tert-butyl(cis-3-(benzo[d]thiazol-2-ylamino)cyclobutyl)carbamate). Yield: 69.4%. Reaction SMILES: [C:1]([O:5][C:6](=[O:13])[NH:7][C@H:8]1[CH2:11][C@@H:10]([NH2:12])[CH2:9]1)([CH3:4])([CH3:3])[CH3:2].Cl[C:15]1[S:16][C:17]2[CH:23]=[CH:22][CH:21]=[CH:20][C:18]=2[N:19]=1.C(N(CC)C(C)C)(C)C>CS(C)=O.O>[C:1]([O:5][C:6](=[O:13])[NH:7][C@H:8]1[CH2:11][C@@H:10]([NH:12][C:15]2[S:16][C:17]3[CH:23]=[CH:22][CH:21]=[CH:20][C:18]=3[N:19]=2)[CH2:9]1)([CH3:4])([CH3:2])[CH3:3]. Reported procedure: A mixture of tert-butyl(cis-3-aminocyclobutyl)carbamate (1.26 g, 6.77 mmol), 2-chlorobenzothiazole (0.965 mL, 6.77 mmol) and N,N-diisopropylethylamine (2.354 mL, 13.53 mmol) in DMSO (5 mL) was heated to 110° C. in a sealed microwave vial for 4 h, cooled to room temperature, diluted with water and extracted with EtOAc. EtOAc extract was concentrated and crude material purified with ISCO using silica gel column eluting with 0-80% EtOAc/hexane to give the desired product tert-butyl(cis-3-(benzo[d]t...